This data is from the Open Reaction Database (ORD), a public repository of structured organic reaction records. The task is: describe an organic reaction: reactants, conditions, products, and yield Reactants: Cc1cccc(Br)n1, O=C1CCN(Cc2ccccc2)CC1, [Li]CCCC, CCOC(C)=O, CCCCCC, CC(C)NC(C)C, [Cl-], Cl[Ce](Cl)Cl, [NH4+], C1CCOC1. The product is OC1(Cc2cccc(Br)n2)CCN(Cc2ccccc2)CC1. Reaction SMILES: [Br:13][c:14]1[n:15][c:16]([CH3:20])[cH:17][cH:18][cH:19]1.[CH2:25]([c:26]1[cH:27][cH:28][cH:29][cH:30][cH:31]1)[N:32]1[CH2:33][CH2:34][C:35](=[O:38])[CH2:36][CH2:37]1.[CH2:8]([Li:9])[CH2:10][CH2:11][CH3:12].[CH3:46][CH2:47][O:48][C:49](=[O:50])[CH3:51].[CH3:52][CH2:53][CH2:54][CH2:55][CH2:56][CH3:57].[CH:1]([NH:2][CH:3]([CH3:4])[CH3:5])([CH3:6])[CH3:7].[Cl-:39].[Cl:21][Ce:22]([Cl:23])[Cl:24].[NH4+:40].[O:41]1[CH2:42][CH2:43][CH2:44][CH2:45]1>>[Br:13][c:14]1[n:15][c:16]([CH2:20][C:35]2([OH:38])[CH2:34][CH2:33][N:32]([CH2:25][c:26]3[cH:27][cH:28][cH:29][cH:30][cH:31]3)[CH2:37][CH2:36]2)[cH:17][cH:18][cH:19]1.